Dataset: the Open Reaction Database (ORD), a public repository of structured organic reaction records. Task: describe an organic reaction: reactants, conditions, products, and yield Starting materials: BrCCN1C(C2=CC(=CC=C2C=C1)C(=O)OC)=O (methyl 2-(2-bromoethyl)-1-oxo-1,2-dihydroisoquinoline-7-carboxylate), N1CCCCC1 (piperidine). Yields the product O=C1N(C=CC2=CC=C(C=C12)C(=O)OC)CCN1CCCCC1 (methyl 1-oxo-2-(2-piperidin-1-ylethyl)-1,2-dihydroisoquinoline-7-carboxylate). As a reaction SMILES: Br[CH2:2][CH2:3][N:4]1[CH:13]=[CH:12][C:11]2[C:6](=[CH:7][C:8]([C:14]([O:16][CH3:17])=[O:15])=[CH:9][CH:10]=2)[C:5]1=[O:18].[NH:19]1[CH2:24][CH2:23][CH2:22][CH2:21][CH2:20]1>>[O:18]=[C:5]1[C:6]2[C:11](=[CH:10][CH:9]=[C:8]([C:14]([O:16][CH3:17])=[O:15])[CH:7]=2)[CH:12]=[CH:13][N:4]1[CH2:3][CH2:2][N:19]1[CH2:24][CH2:23][CH2:22][CH2:21][CH2:20]1. Procedure: The title compound was prepared from methyl 2-(2-bromoethyl)-1-oxo-1,2-dihydroisoquinoline-7-carboxylate (96 mg, 0.31 mmol) and piperidine (0.31 mL, 3.1 mmol) following the procedure outlined in Example 44, step 2 (80 mg, 82%). LC-MS: (FA) ES+ 315. Starting materials: CCI, C1CCOC1, CO, CC1(C)CCc2c(csc2C(=O)O)C1, CCCCC, O, O=C(O)CC(O)(CC(=O)O)C(=O)O. Yields the product CCc1sc(C(=O)O)c2c1CC(C)(C)CC2. As a reaction SMILES: [CH2:15]([CH3:16])[I:17].[CH2:34]1[O:35][CH2:36][CH2:37][CH2:38]1.[CH3:19][OH:20].[CH3:1][C:2]1([CH3:14])[CH2:3][c:4]2[c:5]([c:6]([C:9](=[O:10])[OH:11])[s:7][cH:8]2)[CH2:12][CH2:13]1.[CH3:39][CH2:40][CH2:41][CH2:42][CH3:43].[OH2:18].[OH:21][C:22]([CH2:23][C:24]([C:25](=[O:26])[OH:27])([CH2:28][C:29](=[O:30])[OH:31])[OH:32])=[O:33]>>[CH3:1][C:2]1([CH3:14])[CH2:3][c:4]2[c:5]([c:6]([C:9](=[O:10])[OH:11])[s:7][c:8]2[CH2:15][CH3:16])[CH2:12][CH2:13]1. Starting materials: ClC1=C(C=CC=C1)C1CC(C2=C(N(N=C2C1)CCC1=CC=CC=C1)C)=O (6-(2-chlorophenyl)-3-methyl-2-(2-phenylethyl)-4,5,6,7-tetrahydroindazol-4-one), C(=N)(N)NN.Cl (aminoguanidine hydrochloride), Cl (hydrochloric acid), O (water). Run in C(C)O (ethanol). Product: Cl.ClC1=C(C=CC=C1)C1CC(C2=C(N(N=C2C1)CCC1=CC=CC=C1)C)=NNC(=N)N (6-(2-chlorophenyl)-4-guanidinoimino-3-methyl-2-(2-phenylethyl)-4,5,6,7-tetrahydroindazole hydrochloride). Isolated yield 135.6%. RXN SMILES: [Cl:1][C:2]1[CH:7]=[CH:6][CH:5]=[CH:4][C:3]=1[CH:8]1[CH2:16][C:15]2[C:11](=[C:12]([CH3:25])[N:13]([CH2:17][CH2:18][C:19]3[CH:24]=[CH:23][CH:22]=[CH:21][CH:20]=3)[N:14]=2)[C:10](=O)[CH2:9]1.[C:27]([NH:30][NH2:31])([NH2:29])=[NH:28].Cl.Cl.O>C(O)C>[ClH:1].[Cl:1][C:2]1[CH:7]=[CH:6][CH:5]=[CH:4][C:3]=1[CH:8]1[CH2:16][C:15]2[C:11](=[C:12]([CH3:25])[N:13]([CH2:17][CH2:18][C:19]3[CH:24]=[CH:23][CH:22]=[CH:21][CH:20]=3)[N:14]=2)[C:10](=[N:31][NH:30][C:27]([NH2:29])=[NH:28])[CH2:9]1 |f:1.2,6.7|. Procedure: A mixture of 6-(2-chlorophenyl)-3-methyl-2-(2-phenylethyl)-4,5,6,7-tetrahydroindazol-4-one (0.20 g), aminoguanidine hydrochloride (0.073 g), concentrated hydrochloric acid (0.14 ml), water (0.14 ml) and ethanol (15 ml) was refluxed for 12 hours. Under reduced pressure, the solvent was evaporated, and the resulting crystals were recrystallized from ethanol to give 6-(2-chlorophenyl)-4-guanidinoimino-3-methyl-2-(2-phenylethyl)-4,5,6,7-tetrahydroindazole hydrochloride (Compound 152) (0.17 g) as col... Starting materials: C([O-])([O-])=O.[Na+].[Na+] (sodium carbonate), IC=1C=NC=CC1C=1OC2=C(N1)C=C(C=C2)C(F)(F)F (2-(3-iodopyridin-4-yl)-5-(trifluoromethyl)benzoxazole), N1=CC(=CC=C1)B(O)O (3-pyridine boronic acid), O1CCOCC1 (1,4-dioxane). The reagents and catalysts are Cl[Pd]([P](C1=CC=CC=C1)(C2=CC=CC=C2)C3=CC=CC=C3)([P](C4=CC=CC=C4)(C5=CC=CC=C5)C6=CC=CC=C6)Cl (dichlorobis(triphenylphosphine)palladium). Run in O (water), O (water). The product is FC(C=1C=CC2=C(N=C(O2)C2=C(C=NC=C2)C=2C=NC=CC2)C1)(F)F (4-(5-trifluoromethyl-benzoxazole-2-yl)-[3,3′]bipyridinyl). Isolated yield 102.9%. As a reaction SMILES: I[C:2]1[CH:3]=[N:4][CH:5]=[CH:6][C:7]=1[C:8]1[O:9][C:10]2[CH:16]=[CH:15][C:14]([C:17]([F:20])([F:19])[F:18])=[CH:13][C:11]=2[N:12]=1.[N:21]1[CH:26]=[CH:25][CH:24]=[C:23](B(O)O)[CH:22]=1.O1CCOCC1.C(=O)([O-])[O-].[Na+].[Na+]>Cl[Pd](Cl)([P](C1C=CC=CC=1)(C1C=CC=CC=1)C1C=CC=CC=1)[P](C1C=CC=CC=1)(C1C=CC=CC=1)C1C=CC=CC=1.O>[F:18][C:17]([F:20])([F:19])[C:14]1[CH:15]=[CH:16][C:10]2[O:9][C:8]([C:7]3[CH:6]=[CH:5][N:4]=[CH:3][C:2]=3[C:23]3[CH:22]=[N:21][CH:26]=[CH:25][CH:24]=3)=[N:12][C:11]=2[CH:13]=1 |f:3.4.5,^1:44,63|. Reported procedure: To a mixture of 0.40 g of 2-(3-iodopyridin-4-yl)-5-(trifluoromethyl)benzoxazole, 0.21 g of 3-pyridine boronic acid, 8 ml of 1,4-dioxane and 0.07 g of dichlorobis(triphenylphosphine)palladium (II), a mixture of 0.40 g of sodium carbonate and 3 ml of water was added and heated to reflux for two hours. The reaction mixture was cooled to room temperature, and then water was added to the reaction mixture, followed by extraction with ethyl acetate. The combined organic layers were washed with water an... Run in C(C)N(CC)CC (triethylamine), C(Cl)(Cl)Cl (chloroform). Procedure: N-(5-Chloropyridin-2-yl)-3-({[trans-4-(methylamino)-cyclohexyl]carbonyl}amino)furo[3,2-b]pyridine-2-carboxamide trihydrochloride (300 mg) obtained in Example 119 is suspended in chloroform (7 ml). To the suspension are added 3-t-butoxycarbonyl-aminopropanal (208 mg), which can be prepared from 3-aminopropionaldehyde diethyl acetal in two steps according to the method described in a literature (Synthesis, 1994, 37) and triethylamine (334 μl) under ice-cooling, and the mixture is stirred for a few... The reactants are C(O)([O-])=O.[Na+] (sodium hydrogen carbonate), Cl.Cl.Cl.ClC=1C=CC(=NC1)NC(=O)C1=C(C2=NC=CC=C2O1)NC(=O)[C@@H]1CC[C@H](CC1)NC (N-(5-Chloropyridin-2-yl)-3-({[trans-4-(methylamino)-cyclohexyl]carbonyl}amino)furo[3,2-b]pyridine-2-carboxamide trihydrochloride), C(C)(=O)O[BH-](OC(C)=O)OC(C)=O.[Na+] (sodium triacetoxy borohydride), C(C)(C)(C)OC(=O)CC(C=O)N (3-t-butoxycarbonyl-aminopropanal), C(C)OC(CCN)OCC (3-aminopropionaldehyde diethyl acetal). Product: ClC=1C=CC(=NC1)NC(=O)C1=C(C2=NC=CC=C2O1)NC(=O)[C@@H]1CC[C@H](CC1)N(CCCNC(OC(C)(C)C)=O)C (t-Butyl {3-[(trans-4-{[(2-{[(5-chloropyridin-2-yl)amino]-carbonyl}furo[3,2-b]pyridin-3-yl)amino]carbonyl}cyclohexyl)(methyl)-amino]propyl}carbamate). Reaction SMILES: Cl.Cl.Cl.[Cl:4][C:5]1[CH:6]=[CH:7][C:8]([NH:11][C:12]([C:14]2[O:22][C:21]3[C:16](=[N:17][CH:18]=[CH:19][CH:20]=3)[C:15]=2[NH:23][C:24]([C@H:26]2[CH2:31][CH2:30][C@H:29]([NH:32][CH3:33])[CH2:28][CH2:27]2)=[O:25])=[O:13])=[N:9][CH:10]=1.[C:34]([O:38][C:39](CC(N)C=O)=[O:40])([CH3:37])([CH3:36])[CH3:35].C(OC(OCC)[CH2:50][CH2:51][NH2:52])C.[C:56](O[BH-](OC(=O)C)OC(=O)C)(=O)C.[Na+].C(=O)([O-])O.[Na+]>C(Cl)(Cl)Cl.C(N(CC)CC)C>[Cl:4][C:5]1[CH:6]=[CH:7][C:8]([NH:11][C:12]([C:14]2[O:22][C:21]3[C:16](=[N:17][CH:18]=[CH:19][CH:20]=3)[C:15]=2[NH:23][C:24]([C@H:26]2[CH2:31][CH2:30][C@H:29]([N:32]([CH3:56])[CH2:33][CH2:50][CH2:51][NH:52][C:39](=[O:40])[O:38][C:34]([CH3:35])([CH3:36])[CH3:37])[CH2:28][CH2:27]2)=[O:25])=[O:13])=[N:9][CH:10]=1 |f:0.1.2.3,6.7,8.9|. The reactants are C([O-])([O-])=O.[Cs+].[Cs+] (cesium carbonate), BrCC1=CC=C(C(=O)OC)C=C1 (methyl 4-(bromomethyl)benzoate), C(C)(=O)OC1=CC=C(C=C1)S(NCC1=C(C=CC=C1)OC)(=O)=O (4-(N-(2-methoxybenzyl)sulfamoyl)phenyl acetate). The solvent is CC(=O)C (acetone). Run at time 8 hour. The product is C(C)(=O)OC1=CC=C(C=C1)S(=O)(=O)N(CC1=C(C=CC=C1)OC)CC1=CC=C(C(=O)OC)C=C1 (methyl 4-((4-acetoxy-N-(2-methoxybenzyl)phenylsulfonamido)methyl)benzoate). As a reaction SMILES: [C:1]([O:4][C:5]1[CH:10]=[CH:9][C:8]([S:11](=[O:23])(=[O:22])[NH:12][CH2:13][C:14]2[CH:19]=[CH:18][CH:17]=[CH:16][C:15]=2[O:20][CH3:21])=[CH:7][CH:6]=1)(=[O:3])[CH3:2].C(=O)([O-])[O-].[Cs+].[Cs+].Br[CH2:31][C:32]1[CH:41]=[CH:40][C:35]([C:36]([O:38][CH3:39])=[O:37])=[CH:34][CH:33]=1>CC(C)=O>[C:1]([O:4][C:5]1[CH:6]=[CH:7][C:8]([S:11]([N:12]([CH2:31][C:32]2[CH:41]=[CH:40][C:35]([C:36]([O:38][CH3:39])=[O:37])=[CH:34][CH:33]=2)[CH2:13][C:14]2[CH:19]=[CH:18][CH:17]=[CH:16][C:15]=2[O:20][CH3:21])(=[O:23])=[O:22])=[CH:9][CH:10]=1)(=[O:3])[CH3:2] |f:1.2.3|. Procedure: 4-(N-(2-methoxybenzyl)sulfamoyl)phenyl acetate (example 5-42a) (50 mg, 0.15 mmol) was dissolved in acetone (1.0 mL) followed by the addition of cesium carbonate (97 mg, 0.30 mmol) and methyl 4-(bromomethyl)benzoate (38 mg, 0.17 mmol). The mixture was stirred at room temperature overnight and then the inorganic salts were filtered off. Acetone was removed in vacuo and the residue was re-dissolved in ethyl acetate and washed with water followed by brine. The organic layer was dried over magnesium ... Starting materials: C1=CN(C=N1)C(=O)N2C=CN=C2 (CDI), ClC=1C=C(CCN)C=CC1Cl (3,4-dichlorobenzylmethylamine), NC(=N)N (guanidine). Run in C1CCOC1 (THF). Conditions: time 8 hour. The product is Cl.ClC=1C=C(CN(C(=N)N)C(=O)NC)C=CC1Cl (N-(3,4-dichlorobenzyl)-N-methylaminocarbonylguanidinehydrochloride). Isolated yield 154.5%. Reaction SMILES: C1N=[CH:4][N:3]([C:6]([N:8]2[CH:12]=[N:11][CH:10]=[CH:9]2)=[O:7])C=1.[Cl:13][C:14]1[CH:15]=C([CH:20]=[CH:21][C:22]=1[Cl:23])CCN.[NH2:24]C(N)=N>C1COCC1>[ClH:13].[Cl:13][C:14]1[CH:15]=[C:10]([CH:20]=[CH:21][C:22]=1[Cl:23])[CH2:9][N:8]([C:6]([NH:3][CH3:4])=[O:7])[C:12]([NH2:11])=[NH:24] |f:4.5|. Procedure: 3.5 g of CDI were added to a solution of 3.0 g of 3,4-dichlorobenzylmethylamine in 110 ml of THF and it was stirred at RT overnight. After addition of 4.6 g of guanidine, the reaction mixture was again stirred overnight and concentrated on a rotary evaporator, and the residue was stirred with 120 ml of water. The precipitate which was deposited during this process was filtered off with suction, dried in vacuo and dissolved in 50 ml of ethyl acetate and 7 ml of methanol. After addition of etherea...